This data is from the Open Reaction Database (ORD), a public repository of structured organic reaction records. The task is: describe an organic reaction: reactants, conditions, products, and yield Reactants: CI, CN(C)C=O, O=C(Nc1ccc(CN2CCCCC2)cc1)C1=Cc2cc(-c3ccccc3)ccc2CC1. Product: [I-], C[N+]1(Cc2ccc(NC(=O)C3=Cc4cc(-c5ccccc5)ccc4CC3)cc2)CCCCC1. RXN SMILES: [CH3:33][I:34].[O:35]=[CH:36][N:37]([CH3:38])[CH3:39].[c:1]1(-[c:7]2[cH:8][cH:9][c:10]3[c:15]([cH:16]2)[CH:14]=[C:13]([C:17](=[O:18])[NH:19][c:20]2[cH:21][cH:22][c:23]([CH2:26][N:27]4[CH2:28][CH2:29][CH2:30][CH2:31][CH2:32]4)[cH:24][cH:25]2)[CH2:12][CH2:11]3)[cH:2][cH:3][cH:4][cH:5][cH:6]1>>[I-:34].[c:1]1(-[c:7]2[cH:8][cH:9][c:10]3[c:15]([cH:16]2)[CH:14]=[C:13]([C:17](=[O:18])[NH:19][c:20]2[cH:21][cH:22][c:23]([CH2:26][N+:27]4([CH3:33])[CH2:28][CH2:29][CH2:30][CH2:31][CH2:32]4)[cH:24][cH:25]2)[CH2:12][CH2:11]3)[cH:2][cH:3][cH:4][cH:5][cH:6]1. Starting materials: C=CCCCCC(=O)NC(C(=O)OC)C(C)(C)C, C1CCOC1, Cl, [Na+], [OH-]. Product: C=CCCCCC(=O)NC(C(=O)O)C(C)(C)C. As a reaction SMILES: [C:1]([CH2:2][CH2:3][CH2:4][CH2:5][CH:6]=[CH2:7])(=[O:8])[NH:9][CH:10]([C:11]([CH3:12])([CH3:13])[CH3:14])[C:15](=[O:16])[O:17][CH3:18].[CH2:20]1[O:21][CH2:22][CH2:23][CH2:24]1.[ClH:19].[Na+:26].[OH-:25]>>[C:1]([CH2:2][CH2:3][CH2:4][CH2:5][CH:6]=[CH2:7])(=[O:8])[NH:9][CH:10]([C:11]([CH3:12])([CH3:13])[CH3:14])[C:15](=[O:16])[OH:17]. Starting materials: ClC=1C=NC=C(C1OC1=CC=C(C=C1)O)Cl (4-(3,5-dichloro-pyridine-4-yloxy)-phenol), CN(C(=O)Cl)C1=CC=CC=C1 (N-methyl-N-phenylcarbamoyl chloride). The product is ClC=1C=NC=C(C1OC1=CC=C(C=C1)OC(N(C1=CC=CC=C1)C)=O)Cl (Methyl-phenyl-carbamic acid 4-(3,5-dichloro-pyridin-4-yloxy)-phenyl ester). Reaction SMILES: [Cl:1][C:2]1[CH:3]=[N:4][CH:5]=[C:6]([Cl:16])[C:7]=1[O:8][C:9]1[CH:14]=[CH:13][C:12]([OH:15])=[CH:11][CH:10]=1.[CH3:17][N:18]([C:22]1[CH:27]=[CH:26][CH:25]=[CH:24][CH:23]=1)[C:19](Cl)=[O:20]>>[Cl:16][C:6]1[CH:5]=[N:4][CH:3]=[C:2]([Cl:1])[C:7]=1[O:8][C:9]1[CH:10]=[CH:11][C:12]([O:15][C:19](=[O:20])[N:18]([CH3:17])[C:22]2[CH:27]=[CH:26][CH:25]=[CH:24][CH:23]=2)=[CH:13][CH:14]=1. Reported procedure: The title compound was prepared from 4-(3,5-dichloro-pyridine-4-yloxy)-phenol and N-methyl-N-phenylcarbamoyl chloride. The crude product was purified by preparative HPLC (41%, white crystals). HPLC-MS m/z=389.1 (M+1), Rt: 4.97 min. Starting materials: CCN=C=NCCCN(C)C, CCN(C(C)C)C(C)C, C1CCOC1, CN1CCC(C(=O)O)C1=O, Cl, Nc1ccc(Oc2ccnc3cc(I)sc23)c(F)c1, On1nnc2ccccc21. The product is CN1CCC(C(=O)Nc2ccc(Oc3ccnc4cc(I)sc34)c(F)c2)C1=O. As a reaction SMILES: [CH2:31]([N:32]=[C:33]=[N:34][CH2:35][CH2:36][CH2:37][N:38]([CH3:39])[CH3:40])[CH3:41].[CH2:52]([N:53]([CH:54]([CH3:55])[CH3:56])[CH:57]([CH3:58])[CH3:59])[CH3:60].[CH2:61]1[O:62][CH2:63][CH2:64][CH2:65]1.[CH3:20][N:21]1[C:22](=[O:29])[CH:23]([C:26](=[O:27])[OH:28])[CH2:24][CH2:25]1.[ClH:30].[F:1][c:2]1[cH:3][c:4]([NH2:5])[cH:6][cH:7][c:8]1[O:9][c:10]1[c:11]2[c:12]([n:13][cH:14][cH:15]1)[cH:16][c:17]([I:19])[s:18]2.[n:42]1([OH:43])[c:44]2[cH:45][cH:46][cH:47][cH:48][c:49]2[n:50][n:51]1>>[F:1][c:2]1[cH:3][c:4]([NH:5][C:26]([CH:23]2[C:22](=[O:29])[N:21]([CH3:20])[CH2:25][CH2:24]2)=[O:27])[cH:6][cH:7][c:8]1[O:9][c:10]1[c:11]2[c:12]([n:13][cH:14][cH:15]1)[cH:16][c:17]([I:19])[s:18]2. Reactants: BrC=1C(=C(C=O)C=CC1)O (3-Bromo-2-hydroxy-benzaldehyde), CI (methyl iodide), O (water), Phenols, C([O-])([O-])=O.[Cs+].[Cs+] (cesium carbonate). Run in CN(C=O)C (dimethylformamide). Reaction conditions: time 30 minute. Yields the product BrC=1C(=C(C=O)C=CC1)OC (3-bromo-2-methoxybenzaldehyde). Yield: 97.2%. As a reaction SMILES: [Br:1][C:2]1[C:3]([OH:10])=[C:4]([CH:7]=[CH:8][CH:9]=1)[CH:5]=[O:6].[C:11](=O)([O-])[O-].[Cs+].[Cs+].CI.O>CN(C)C=O>[Br:1][C:2]1[C:3]([O:10][CH3:11])=[C:4]([CH:7]=[CH:8][CH:9]=1)[CH:5]=[O:6] |f:1.2.3|. Reported procedure: 3-Bromo-2-hydroxy-benzaldehyde (27 g, 134 mmol), prepared as described in N. Hofsloekken, L. Skatteboel, “Convenient Method for the ortho-Formulation of Phenols”, Acta Chemica Scandinavica, 1999, v. 53, p. 258-262), was dissolved in dimethylformamide (150 mL) and then cesium carbonate (54.7 g, 170 mmol) was added to the solution portionwise. The mixture was stirred for 30 minutes and then methyl iodide (28.5 g, 201 mmol) was added. The mixture was stirred for 20 hours and poured into water. The ... Starting materials: ClC=1C=C(C(=O)OC)C=CC1N1C(C=C(C=C1C)O)=O (methyl 3-chloro-4-(4-hydroxy-6-methyl-2-oxopyridin-1(2H)-yl)benzoate), O (water), FC1=C(CBr)C=CC(=C1)F (2,4-difluorobenzylbromide), C(=O)([O-])[O-].[K+].[K+] (K2CO3). The solvent is CN(C)C=O (DMF), C(C)#N.O (acetonitrile water). Reaction conditions: time 6 hour. Product: ClC=1C=C(C(=O)OC)C=CC1N1C(C=C(C=C1C)OCC1=C(C=C(C=C1)F)F)=O (methyl 3-chloro-4-[4-[(2,4-difluorobenzyl)oxy]-6-methyl-2-oxopyridin-1(2H)-yl]benzoate). Reaction SMILES: [Cl:1][C:2]1[CH:3]=[C:4]([CH:9]=[CH:10][C:11]=1[N:12]1[C:17]([CH3:18])=[CH:16][C:15]([OH:19])=[CH:14][C:13]1=[O:20])[C:5]([O:7][CH3:8])=[O:6].[F:21][C:22]1[CH:29]=[C:28]([F:30])[CH:27]=[CH:26][C:23]=1[CH2:24]Br.C([O-])([O-])=O.[K+].[K+].O>CN(C=O)C.C(#N)C.O>[Cl:1][C:2]1[CH:3]=[C:4]([CH:9]=[CH:10][C:11]=1[N:12]1[C:17]([CH3:18])=[CH:16][C:15]([O:19][CH2:24][C:23]2[CH:26]=[CH:27][C:28]([F:30])=[CH:29][C:22]=2[F:21])=[CH:14][C:13]1=[O:20])[C:5]([O:7][CH3:8])=[O:6] |f:2.3.4,7.8|. Procedure: Methyl 3-chloro-4-(4-hydroxy-6-methyl 2-oxopyridin-1(2H)-yl)benzoate (from Step 1) (2.4 g, 8.17 mmol) was taken up in DMF (10 ml). 2,4-difluorobenzylbromide (1.05 ml, 8.17 mmol) and K2CO3 (1.13 g, 8.17 mmol) were added. The reaction stirred for 6 hours at room temperature. At this time, the reaction was poured into water (200 ml) and extracted with ethyl acetate. The ethyl acetate layer was dried over Na2SO4, filtered, and the solvent removed in vacuo to give amber oil (2.62 g, 77% crude yield)....